This data is from the Open Reaction Database (ORD), a public repository of structured organic reaction records. The task is: describe an organic reaction: reactants, conditions, products, and yield Starting materials: CNC(C(O)C1=CC=CC=C1)=O (N-methyl mandelic amide), C(Cl)(Cl)Cl (Chloroform), C1=CC=CC=C1.CO (benzene methanol), S(O)(O)(=O)=O (sulfuric acid), ice water. Solvent: C(C)(=O)OC(C)=O (acetic anhydride). Reaction conditions: temperature 92.5 celsius, time 5 hour. Yields the product CNC(C(OC(C)=O)C1=CC=CC=C1)=O (N-methyl phenyl alpha-acetoxyacetamide). As a reaction SMILES: [CH3:1][NH:2][C:3](=[O:12])[CH:4]([C:6]1[CH:11]=[CH:10][CH:9]=[CH:8][CH:7]=1)[OH:5].S(=O)(=O)(O)O.C(Cl)(Cl)Cl.[CH:22]1[CH:27]=CC=CC=1.C[OH:29]>C(OC(=O)C)(=O)C>[CH3:1][NH:2][C:3](=[O:12])[CH:4]([C:6]1[CH:11]=[CH:10][CH:9]=[CH:8][CH:7]=1)[O:5][C:27](=[O:29])[CH3:22] |f:3.4|. Reported procedure: N-methyl mandelic amide 100 g, synthesized as above is dissolved in acetic anhydride 200 ml at 60 degrees C. and concentrated sulfuric acid 0.5 ml is added. The mixture is heated at 90-95 degrees C. for 5 hours to complete the acetylation. The reaction mixture is then evaporated at 70 degrees C. in vacuum and the syrupy residue thus obtained is mixed with 1 liter of ice water. Chloroform 200 ml is added to extract the oily product and the chloroform layer is washed with 5% aqueous sodium bicarbo... The reactants are C, COc1cc([N+](=O)[O-])c(C(=O)O)cc1OCCCCl, CO, [H][H], [Pd]. Product: COc1cc(N)c(C(=O)O)cc1OCCCCl. RXN SMILES: [C:22].[CH3:1][O:2][c:3]1[cH:4][c:5]([N+:17]([O-:18])=[O:19])[c:6]([C:7](=[O:8])[OH:9])[cH:10][c:11]1[O:12][CH2:13][CH2:14][CH2:15][Cl:16].[CH3:24][OH:25].[H:20][H:21].[Pd:23]>>[CH3:1][O:2][c:3]1[cH:4][c:5]([NH2:17])[c:6]([C:7](=[O:8])[OH:9])[cH:10][c:11]1[O:12][CH2:13][CH2:14][CH2:15][Cl:16]. Reactants: COC1=CC=C(C=C1)S (4-methoxybenzene-1-thiol), C(C)(=O)OCCBr (2-bromoethyl acetate), C(=O)([O-])[O-].[K+].[K+] (K2CO3). Run in CC(=O)C (acetone). Yields the product C(C)(=O)OCCSC1=CC=C(C=C1)OC (2-(4-methoxyphenyl)sulfanylethyl acetate). The yield is 84.8%. RXN SMILES: [CH3:1][O:2][C:3]1[CH:8]=[CH:7][C:6]([SH:9])=[CH:5][CH:4]=1.[C:10]([O:13][CH2:14][CH2:15]Br)(=[O:12])[CH3:11].C([O-])([O-])=O.[K+].[K+]>CC(C)=O>[C:10]([O:13][CH2:14][CH2:15][S:9][C:6]1[CH:7]=[CH:8][C:3]([O:2][CH3:1])=[CH:4][CH:5]=1)(=[O:12])[CH3:11] |f:2.3.4|. Procedure: 4-methoxybenzene-1-thiol (15.7 g, 0.11 mol), 2-bromoethyl acetate (18.8 g, 0.11 mol), and K2CO3 (46.6 g, 0.34 mol) in acetone (200 mL) were stirred at room temperature for 12 h. Then the mixture was filtered. After CH2Cl2 extractive work up and silica gel chromatography chromatography (PE: EA=1:0-10:1) the title compound (21.1 g, 83.3%) was obtained as a colorless oil. 1H NMR: (CDCl3, 400 MHz) δ 7.40 (dd, J1=6.8 Hz, J2=2.0 Hz, 2H), 6.86 (dd, J1=6.8 Hz, J2=2.0 Hz, 2H), 4.18 (t, J=7.2 Hz, 2H), 3.8... The reactants are [H][H] (hydrogen), NC1=C(C=C(C(=O)O)C=C1)Cl (4-amino-3-chlorobenzoic acid), C(CCl)Cl (EDC), C(C)(C)N(CC)C(C)C (diisopropylethylamine), C(C1=CC=CC=C1)OC(NC(C(C)(C)C)C(=O)N1C(CCC1)C(NC1C(OC(C1)=O)OCC)=O)=O ({1-[2-(2-ethoxy-5-oxo-tetrahydrofuran-3-yl carbamoyl)-pyrrolidine-1-carbonyl]-2,2-dimethylpropyl}carbamic acid benzyl ester). Reagents/catalysts: [OH-].[OH-].[Pd+2] (palladium hydroxide on carbon). The solvent is C(C)(=O)OCC (ethyl acetate), C(C)O (ethanol). Reaction conditions: time 20 hour. Product: C(C)OC1OC(CC1NC(=O)C1N(CCC1)C(C(C(C)(C)C)NC(C1=CC(=C(C=C1)N)Cl)=O)=O)=O (1-[2-(4-amino-3-chlorobenzoylamino)-3,3-dimethylbutyryl]pyrrolidine-2-carboxylic acid (2-ethoxy-5-oxo-tetrahydrofuran-3-yl)amide). Yield: 65.5%. As a reaction SMILES: C([O:8][C:9](=O)[NH:10][CH:11]([C:16]([N:18]1[CH2:22][CH2:21][CH2:20][CH:19]1[C:23](=[O:34])[NH:24][CH:25]1[CH2:29][C:28](=[O:30])[O:27][CH:26]1[O:31][CH2:32][CH3:33])=[O:17])[C:12]([CH3:15])([CH3:14])[CH3:13])C1C=CC=CC=1.[H][H].[NH2:38][C:39]1[CH:47]=[CH:46][C:42](C(O)=O)=[CH:41][C:40]=1[Cl:48].C(Cl)CCl.C(N(C(C)C)CC)(C)C>C(O)C.C(OCC)(=O)C.[OH-].[OH-].[Pd+2]>[CH2:32]([O:31][CH:26]1[CH:25]([NH:24][C:23]([CH:19]2[CH2:20][CH2:21][CH2:22][N:18]2[C:16](=[O:17])[CH:11]([NH:10][C:9](=[O:8])[C:42]2[CH:46]=[CH:47][C:39]([NH2:38])=[C:40]([Cl:48])[CH:41]=2)[C:12]([CH3:13])([CH3:15])[CH3:14])=[O:34])[CH2:29][C:28](=[O:30])[O:27]1)[CH3:33] |f:7.8.9|. Reported procedure: A solution of {1-[2-(2-ethoxy-5-oxo-tetrahydrofuran-3-yl carbamoyl)-pyrrolidine-1-carbonyl]-2,2-dimethylpropyl}carbamic acid benzyl ester (0.12 g, 0.24 mmol) in ethanol (5 mL) was treated with 10% palladium hydroxide on carbon (0.05 g), was stirred under 1 atm hydrogen pressure for 4 h, was filtered through Celite and was evaporated. The crude intermediate was dissolved in dichloromethane (5 mL), and was treated with 4-amino-3-chlorobenzoic acid (0.04 g, 0.26 mmol), EDC (0.06 g, 0.29 mmol) and d... Starting materials: CCCCCC (hexane), OC1=CC=C(O[C@@H](C(=O)OC)C)C=C1 (methyl (R)-(+) 2-(4-hydroxyphenoxy)propanoate), ClC1=NC2=CC(=CC=C2N=C1)Cl (2,7-dichloroquinoxaline), C([O-])([O-])=O.[K+].[K+] (potassium carbonate). The solvent is CC(=O)C (acetone), CCOC(=O)C (EtOAc). Product: ClC1=CC=C2N=CC(=NC2=C1)OC1=CC=C(O[C@@H](C(=O)OC)C)C=C1 (methyl (R)-(+) 2-[4-(7-chloroquinoxalinyloxy)phenoxy]propionate). As a reaction SMILES: [OH:1][C:2]1[CH:14]=[CH:13][C:5]([O:6][C@H:7]([CH3:12])[C:8]([O:10][CH3:11])=[O:9])=[CH:4][CH:3]=1.Cl[C:16]1[CH:25]=[N:24][C:23]2[C:18](=[CH:19][C:20]([Cl:26])=[CH:21][CH:22]=2)[N:17]=1.C(=O)([O-])[O-].[K+].[K+].CCCCCC>CC(C)=O.CCOC(C)=O>[Cl:26][C:20]1[CH:19]=[C:18]2[C:23]([N:24]=[CH:25][C:16]([O:1][C:2]3[CH:3]=[CH:4][C:5]([O:6][C@H:7]([CH3:12])[C:8]([O:10][CH3:11])=[O:9])=[CH:13][CH:14]=3)=[N:17]2)=[CH:22][CH:21]=1 |f:2.3.4|. Procedure details: A solution of the product of Part B (27.0 g, 0.095 moles), ethyl acetate (215 mL), conc HCl (12 drops) and Pd/C (1.7 g) was shaken on a Parr hydrogenator for 3.5 hours, after which TLC (60:40 hexane/EtOAc; Rf 0.36) indicated the reaction was complete. The mixture was filtered through celite, washed with EtOAc, and evaporated to an amber oil. The oil was dissolved in EtOAc, dried over MgSO4, filtered through celite and MgSO4, and evaporated to a clear filtrate and dried under high vacuum to affor...